This data is from the Open Reaction Database (ORD), a public repository of structured organic reaction records. The task is: describe an organic reaction: reactants, conditions, products, and yield Reactants: N1N=CC2=C1CCCCC2 (1,4,5,6,7,8-hexahydrocycloheptapyrazole), [OH-].[K+] (potassium hydroxide), II (iodine). Solvent: CN(C)C=O (DMF). Reaction conditions: time 1 hour. Product: IC1=NNC2=C1CCCCC2 (3-iodo-1,4,5,6,7,8-hexahydrocycloheptapyrazole). Isolated yield 62.4%. As a reaction SMILES: [NH:1]1[C:5]2[CH2:6][CH2:7][CH2:8][CH2:9][CH2:10][C:4]=2[CH:3]=[N:2]1.[OH-].[K+].[I:13]I>CN(C=O)C>[I:13][C:3]1[C:4]2[CH2:10][CH2:9][CH2:8][CH2:7][CH2:6][C:5]=2[NH:1][N:2]=1 |f:1.2|. Procedure details: To a solution of 1,4,5,6,7,8-hexahydrocycloheptapyrazole (500 mg, 3.67 mmol) in DMF (8 ml) at room temperature was added powdered potassium hydroxide (618 mg, 11.0 mmol) and iodine (1.86 g, 7.34 mmol). The maroon reaction mixture was stirred at room temperature for 1 h then quenched with aqueous 10% Na2S2O3, diluted with water, and extracted with EtOAc (2×). The combined organics were washed with water (3×), dried over MgSO4 and concentrated. The residue was purified by SiO2 chromatography with ... Starting materials: N1(C=NC=C1)CC(OCCCCCC(=O)OCC)COCC1=CC=C(C=C1)OC (ethyl 6-[2-(1H-imidazol-1-yl)-1-[[(4-methoxyphenyl)methoxy]methyl]ethoxy]hexanoate), [H-].[Al+3].[Li+].[H-].[H-].[H-] (lithium aluminium hydride), [Cl-].[NH4+] (ammonium chloride), [OH-].[Na+] (sodium hydroxide). The solvent is O1CCCC1 (tetrahydrofuran), O1CCCC1 (tetrahydrofuran). Product: OCCCCCCOC(CN1C=NC=C1)COCC1=CC=C(C=C1)OC (1-[2-[(6-hydroxyhexyl)oxy]-3-[(4-methoxyphenyl)methoxy]-propyl]-1H-imidazole). As a reaction SMILES: [N:1]1([CH2:6][CH:7]([CH2:19][O:20][CH2:21][C:22]2[CH:27]=[CH:26][C:25]([O:28][CH3:29])=[CH:24][CH:23]=2)[O:8][CH2:9][CH2:10][CH2:11][CH2:12][CH2:13][C:14](OCC)=[O:15])[CH:5]=[CH:4][N:3]=[CH:2]1.[H-].[Al+3].[Li+].[H-].[H-].[H-].[OH-].[Na+].[Cl-].[NH4+]>O1CCCC1>[OH:15][CH2:14][CH2:13][CH2:12][CH2:11][CH2:10][CH2:9][O:8][CH:7]([CH2:19][O:20][CH2:21][C:22]1[CH:23]=[CH:24][C:25]([O:28][CH3:29])=[CH:26][CH:27]=1)[CH2:6][N:1]1[CH:5]=[CH:4][N:3]=[CH:2]1 |f:1.2.3.4.5.6,7.8,9.10|. Procedure details: A solution of ethyl 6-[2-(1H-imidazol-1-yl)-1-[[(4-methoxyphenyl)methoxy]methyl]ethoxy]hexanoate (Example 4; 10 g, 0.025 mol) in anhydrous tetrahydrofuran (50 ml) was added dropwise to a stirred slurry of lithium aluminium hydride (1.8 g, 0.047 mol) in anhydrous tetrahydrofuran (20 ml) under a nitrogen atmosphere. When the addition was complete the suspension was heated under reflux for 1 hour. Aqueous sodium hydroxide (2M, 2 ml) was added and the mixture was poured into an aqueous saturated sol...